This data is from the Open Reaction Database (ORD), a public repository of structured organic reaction records. The task is: describe an organic reaction: reactants, conditions, products, and yield Reactants: COC(=O)c1nc(Br)c2cccnc2c1OS(=O)(=O)c1ccc(C)cc1, O=C(O)CN(CCN(CC(=O)O)CC(=O)O)CC(=O)O, CN(C)C=O, O, O, O=S1(=O)CCCCN1, c1ccc(-c2ccccn2)nc1. Product: COC(=O)c1nc(N2CCCCS2(=O)=O)c2cccnc2c1OS(=O)(=O)c1ccc(C)cc1. As a reaction SMILES: [Br:1][c:2]1[c:3]2[cH:4][cH:5][cH:6][n:7][c:8]2[c:9]([O:16][S:17](=[O:18])(=[O:19])[c:20]2[cH:21][cH:22][c:23]([CH3:26])[cH:24][cH:25]2)[c:10]([C:12](=[O:13])[O:14][CH3:15])[n:11]1.[CH2:48]([N:49]([CH2:50][C:51]([OH:52])=[O:53])[CH2:54][C:55]([OH:56])=[O:57])[CH2:58][N:59]([CH2:60][C:61]([OH:62])=[O:63])[CH2:64][C:65]([OH:66])=[O:67].[O:68]=[CH:69][N:70]([CH3:71])[CH3:72].[OH2:47].[OH2:73].[S:27]1(=[O:33])(=[O:34])[NH:28][CH2:29][CH2:30][CH2:31][CH2:32]1.[n:35]1[cH:36][cH:37][cH:38][cH:39][c:40]1-[c:41]1[cH:42][cH:43][cH:44][cH:45][n:46]1>>[c:2]1([N:28]2[S:27](=[O:33])(=[O:34])[CH2:32][CH2:31][CH2:30][CH2:29]2)[c:3]2[cH:4][cH:5][cH:6][n:7][c:8]2[c:9]([O:16][S:17](=[O:18])(=[O:19])[c:20]2[cH:21][cH:22][c:23]([CH3:26])[cH:24][cH:25]2)[c:10]([C:12](=[O:13])[O:14][CH3:15])[n:11]1.